This data is from the Open Reaction Database (ORD), a public repository of structured organic reaction records. The task is: describe an organic reaction: reactants, conditions, products, and yield Solvent: C(C)O (ethanol). The yield is 88.0%. Reaction SMILES: [OH:1][C:2]1[CH:11]=[C:10]2[C:5]([C:6](=O)[C:7]([C:13]3[CH:18]=[CH:17][CH:16]=[CH:15][CH:14]=3)=[C:8]([CH3:12])[O:9]2)=[CH:4][CH:3]=1.O.[NH2:21][NH2:22]>C(O)C>[CH3:12][C:8]1[NH:22][N:21]=[C:6]([C:5]2[CH:4]=[CH:3][C:2]([OH:1])=[CH:11][C:10]=2[OH:9])[C:7]=1[C:13]1[CH:18]=[CH:17][CH:16]=[CH:15][CH:14]=1 |f:1.2|. The product is CC1=C(C(=NN1)C1=C(C=C(C=C1)O)O)C1=CC=CC=C1 (4-(5-Methyl-4-phenyl-1H-pyrazol-3-yl)-benzene-1,3-diol), solid. Procedure: This compounds was synthesised in the same manner as described above. 7-Hydroxy-2-methyl-3-phenyl-chromen-4-one (0.5 g, 1.70 mmol), hydrazine hydrate (5 ml), ethanol (10 ml). The quenched solution was extracted into ethyl acetate, washed (water), dried (MgSO4), and the solvent removed under vacuum to give a yellow oil which was purified by column chromatography to give 4-(5-Methyl-4-phenyl-1H-pyrazol-3-yl)-benzene-1,3-diol as an off white solid (0.37 g, 88%); Rf 0.7 Cf SM 0.8 ethyl acetate/hexan... Reactants: OC1=CC=C2C(C(=C(OC2=C1)C)C1=CC=CC=C1)=O (7-Hydroxy-2-methyl-3-phenyl-chromen-4-one), O.NN (hydrazine hydrate). Starting materials: C[S-].[Na+] (sodium thiomethoxide), FC(C=1SC=C(N1)CO)(F)F (2-(Trifluoromethyl)4-thiazolemethanol), S(=O)(Cl)Cl (thionyl chloride), 1h, O (water). Solvent: C(Cl)(Cl)Cl (chloroform). Run at temperature 25 celsius, time 1 hour. Product: FC(C=1SC=C(N1)CSC)(F)F (2-(Trifluoro-methyl)-4(methylthio)methyl thiazole). Yield: 73.4%. As a reaction SMILES: [F:1][C:2]([F:11])([F:10])[C:3]1[S:4][CH:5]=[C:6]([CH2:8]O)[N:7]=1.S(Cl)(Cl)=O.[CH3:16][S-:17].[Na+].O>C(Cl)(Cl)Cl>[F:1][C:2]([F:11])([F:10])[C:3]1[S:4][CH:5]=[C:6]([CH2:8][S:17][CH3:16])[N:7]=1 |f:2.3|. Procedure details: 2-(Trifluoromethyl)4-thiazolemethanol (EP 402246; 1.5 g, 8.3 mmol) was dissolved in 15 ml chloroform, treated with thionyl chloride(1.8 ml, 2.4 g, 21 mmol) and heated to reflux. After 1h, the mixture was cooled and volatiles were removed under vacuum. The residue was taken up in 25 ml ethyl acetate and washed with 10 ml sat. NaHCO3, 10 ml sat. NaCl, dried(Na2SO4) and evaporated. The residue was taken up in 5 ml ethanol and treated in portions with sodium thiomethoxide (800 mg, 12 mmol) and stirr... Reactants: hexacyclic carbazole, OC1=CC=2NC3=CC=CC=C3C2C=C1C(=O)OC (2-hydroxy-3-carbomethoxycarbazole), CC(=CCCC1(C=CC2=C3C(=CC(=C2O1)C=O)C4=CC=CC=C4N3)C)C (murrayacinine). Yields the product carbazole alkaloids—mukoline, COC1=CC=CC2=C1NC3=C2C=C(C=C3)C=O (mukolidine). As a reaction SMILES: O[C:2]1[C:14]([C:15]([O:17]C)=O)=[CH:13][C:12]2[C:11]3[C:6](=[CH:7][CH:8]=[CH:9][CH:10]=3)[NH:5][C:4]=2[CH:3]=1.CC(C)=CCCC1(C)[O:33][C:32]2C(=C3NC4C(=CC=CC=4)C3=CC=2C=O)C=C1>>[CH3:32][O:33][C:7]1[C:6]2[NH:5][C:4]3[CH:3]=[CH:2][C:14]([CH:15]=[O:17])=[CH:13][C:12]=3[C:11]=2[CH:10]=[CH:9][CH:8]=1. Procedure details: Phytochemistry: Isolation and structure of pyranocarbazole alkaloid—grinimbine, mp.176°. Isolation and synthesis of murrayanine (3-formyl-1-methoxycarbazole), mp. 168°, from bark.New alkaloids—mahanimbine , mp. 94°, koenimbine, mp. 194° and koenigicine , mp. 224°—from fruits and leaves. A carbazole carboxylic acid—mukoeic acid, mp. 242°—from stem bark. Curryangine and curryanine isolated and structure of former proposed. Cyclomahanimbine and mahanimbidine isolated from leaves and their structure... The reactants are O=C1CCC(=O)N1Br, ClC(Cl)(Cl)Cl, CC(C)(C#N)N=NC(C)(C)C#N, Cc1ccc(N=[N+]=[N-])cc1. The product is [N-]=[N+]=Nc1ccc(CBr)cc1. Reaction SMILES: [Br:11][N:12]1[C:13](=[O:14])[CH2:15][CH2:16][C:17]1=[O:18].[C:31]([Cl:32])([Cl:33])([Cl:34])[Cl:35].[N:19]#[C:20][C:21]([N:22]=[N:23][C:24]([C:25]#[N:26])([CH3:27])[CH3:28])([CH3:29])[CH3:30].[N:1](=[N+:2]=[N-:3])[c:4]1[cH:5][cH:6][c:7]([CH3:10])[cH:8][cH:9]1>>[N:1](=[N+:2]=[N-:3])[c:4]1[cH:5][cH:6][c:7]([CH2:10][Br:11])[cH:8][cH:9]1.